This data is from the Open Reaction Database (ORD), a public repository of structured organic reaction records. The task is: describe an organic reaction: reactants, conditions, products, and yield Starting materials: CCOP(=O)(CC#N)OCC, C1CCOC1, CC(C)(C)[O-], CCc1nc(Cl)c(C(=O)NCc2ccc(Cl)c(Oc3cc(Cl)cc(C=O)c3)c2F)[nH]1, [K+]. Yields the product CCc1nc(Cl)c(C(=O)NCc2ccc(Cl)c(Oc3cc(Cl)cc(C=CC#N)c3)c2F)[nH]1. RXN SMILES: [CH2:1]([O:2][P:3]([O:4][CH2:5][CH3:6])(=[O:7])[CH2:9][C:10]#[N:11])[CH3:8].[CH2:48]1[O:49][CH2:50][CH2:51][CH2:52]1.[CH3:12][C:13]([CH3:14])([O-:15])[CH3:16].[Cl:18][c:19]1[n:20][c:21]([CH2:46][CH3:47])[nH:22][c:23]1[C:24](=[O:25])[NH:26][CH2:27][c:28]1[c:29]([F:45])[c:30]([O:35][c:36]2[cH:37][c:38]([Cl:44])[cH:39][c:40]([CH:42]=[O:43])[cH:41]2)[c:31]([Cl:34])[cH:32][cH:33]1.[K+:17]>>[CH:9]([C:10]#[N:11])=[CH:42][c:40]1[cH:39][c:38]([Cl:44])[cH:37][c:36]([O:35][c:30]2[c:29]([F:45])[c:28]([CH2:27][NH:26][C:24]([c:23]3[c:19]([Cl:18])[n:20][c:21]([CH2:46][CH3:47])[nH:22]3)=[O:25])[cH:33][cH:32][c:31]2[Cl:34])[cH:41]1. Starting materials: CCOC(C)=O, CCCCC=Cc1cc2c(cc1C(=O)Oc1ccc(C(=O)OCC=CC[Si](C)(C)C)cn1)C(C)(C)CCC2(C)C, ClCCl, O. Product: CCCCC=Cc1cc2c(cc1C(=O)Oc1ccc(C(=O)O)cn1)C(C)(C)CCC2(C)C. Reaction SMILES: [CH3:42][CH2:43][O:44][C:45](=[O:46])[CH3:47].[CH:1](=[CH:2][CH2:3][CH2:4][CH2:5][CH3:6])[c:7]1[c:8]([C:21](=[O:22])[O:23][c:24]2[n:25][cH:26][c:27]([C:28](=[O:29])[O:30][CH2:31][CH:32]=[CH:33][CH2:34][Si:35]([CH3:36])([CH3:37])[CH3:38])[cH:39][cH:40]2)[cH:9][c:10]2[c:15]([cH:16]1)[C:14]([CH3:17])([CH3:18])[CH2:13][CH2:12][C:11]2([CH3:19])[CH3:20].[Cl:48][CH2:49][Cl:50].[O:41]>>[CH:1](=[CH:2][CH2:3][CH2:4][CH2:5][CH3:6])[c:7]1[c:8]([C:21](=[O:22])[O:23][c:24]2[n:25][cH:26][c:27]([C:28](=[O:29])[OH:30])[cH:39][cH:40]2)[cH:9][c:10]2[c:15]([cH:16]1)[C:14]([CH3:17])([CH3:18])[CH2:13][CH2:12][C:11]2([CH3:19])[CH3:20]. Starting materials: NC=1C=CC(=C(C1)N1N=C(N(C1=O)CC1=C(C=C(C=C1)C1=C(C=CC=C1)S(NC(C1=C(C=CC=C1)Cl)=O)(=O)=O)F)CCCC)C(F)(F)F (2-[5-amino-2-(trifluoromethyl)phenyl]-5-n-butyl-4-[[2'-[N-(2-chlorobenzoyl)sulfamoyl]-3-fluorobiphenyl-4-yl]methyl]-2,4-dihydro-3H-1,2,4-triazol-3-one), C(CC)(=O)Br (propionyl bromide), C1CCC2=NCCCN2CC1 (DBU). The solvent is C(Cl)Cl.CO (CH2Cl2 MeOH). The product is C(CCC)C=1N(C(N(N1)C1=C(C=CC(=C1)NC(CC)=O)C(F)(F)F)=O)CC1=C(C=C(C=C1)C1=C(C=CC=C1)S(NC(C1=C(C=CC=C1)Cl)=O)(=O)=O)F (5-n-butyl-4-[[2'-[N-(2-chlorobenzoyl)sulfamoyl]-3-fluorobiphenyl-4-yl]methyl]-2,4-dihydro-2-[5-(propionylamino)-2-(trifluoromethyl)phenyl]-3H-1,2,4-triazol-3-one). Isolated yield 60.0%. As a reaction SMILES: [NH2:1][C:2]1[CH:3]=[CH:4][C:5]([C:45]([F:48])([F:47])[F:46])=[C:6]([N:8]2[C:12](=[O:13])[N:11]([CH2:14][C:15]3[CH:20]=[CH:19][C:18]([C:21]4[CH:26]=[CH:25][CH:24]=[CH:23][C:22]=4[S:27](=[O:39])(=[O:38])[NH:28][C:29](=[O:37])[C:30]4[CH:35]=[CH:34][CH:33]=[CH:32][C:31]=4[Cl:36])=[CH:17][C:16]=3[F:40])[C:10]([CH2:41][CH2:42][CH2:43][CH3:44])=[N:9]2)[CH:7]=1.[C:49](Br)(=[O:52])[CH2:50][CH3:51].C1CCN2C(=NCCC2)CC1>C(Cl)Cl.CO>[CH2:41]([C:10]1[N:11]([CH2:14][C:15]2[CH:20]=[CH:19][C:18]([C:21]3[CH:26]=[CH:25][CH:24]=[CH:23][C:22]=3[S:27](=[O:38])(=[O:39])[NH:28][C:29](=[O:37])[C:30]3[CH:35]=[CH:34][CH:33]=[CH:32][C:31]=3[Cl:36])=[CH:17][C:16]=2[F:40])[C:12](=[O:13])[N:8]([C:6]2[CH:7]=[C:2]([NH:1][C:49](=[O:52])[CH2:50][CH3:51])[CH:3]=[CH:4][C:5]=2[C:45]([F:46])([F:47])[F:48])[N:9]=1)[CH2:42][CH2:43][CH3:44] |f:3.4|. Procedure: The title compound was synthesized by reaction of 2-[5-amino-2-(trifluoromethyl)phenyl]-5-n-butyl-4-[[2'-[N-(2-chlorobenzoyl)sulfamoyl]-3-fluorobiphenyl-4-yl]methyl]-2,4-dihydro-3H-1,2,4-triazol-3-one (from Step G) with propionyl bromide (3 equivalents) and DBU (1.1 equiv) according to the method of Example 69. The material was obtained in 60% yield as a pale yellow solid, mp 181°-183° C.; homogeneous by TLC in 9:1 CH2Cl2 -MeOH; mass spectrum (FAB) m/e 796 (M+K)+. Reactants: ClCCCl, COC(=O)c1cn(-c2cc(C(=O)O)ccc2C)nn1, COc1c(N)cc(C(F)(F)F)cc1NS(C)(=O)=O, CN(C)C=O, O, On1nnc2cccnc21. As a reaction SMILES: [CH2:30]([Cl:31])[CH2:32][Cl:33].[CH3:1][O:2][C:3](=[O:4])[c:5]1[n:6][n:7][n:8](-[c:10]2[c:11]([CH3:19])[cH:12][cH:13][c:14]([C:16](=[O:17])[OH:18])[cH:15]2)[cH:9]1.[NH2:34][c:35]1[c:36]([O:50][CH3:51])[c:37]([NH:45][S:46](=[O:47])(=[O:48])[CH3:49])[cH:38][c:39]([C:41]([F:42])([F:43])[F:44])[cH:40]1.[O:52]=[CH:53][N:54]([CH3:55])[CH3:56].[OH2:57].[OH:20][n:21]1[c:22]2[n:23][cH:24][cH:25][cH:26][c:27]2[n:28][n:29]1>>[CH3:1][O:2][C:3](=[O:4])[c:5]1[n:6][n:7][n:8](-[c:10]2[c:11]([CH3:19])[cH:12][cH:13][c:14]([C:16](=[O:18])[NH:34][c:35]3[c:36]([O:50][CH3:51])[c:37]([NH:45][S:46](=[O:47])(=[O:48])[CH3:49])[cH:38][c:39]([C:41]([F:42])([F:43])[F:44])[cH:40]3)[cH:15]2)[cH:9]1. Yields the product COC(=O)c1cn(-c2cc(C(=O)Nc3cc(C(F)(F)F)cc(NS(C)(=O)=O)c3OC)ccc2C)nn1. Reactants: OC1=C(C=CC2=CC=CC=C12)CC[C@@H](CO)O ((2S)-4-(1-hydroxy-2-naphthyl)-1,2-butanediol), [OH-].[Na+] (sodium hydroxide). Run in Br (hydrogen bromide), O (water), CO (methanol). Conditions: temperature 0 celsius, time 2 hour. Product: O1[C@H](CCC2=CC=C3C(=C12)C=CC=C3)CO ((2R)-3,4-dihydro-2H-benzo[h]chromen-2-ylmethanol). Isolated yield 166.3%. RXN SMILES: O[C:2]1[C:11]2[C:6](=[CH:7][CH:8]=[CH:9][CH:10]=2)[CH:5]=[CH:4][C:3]=1[CH2:12][CH2:13][C@H:14]([OH:17])[CH2:15][OH:16].[OH-].[Na+]>Br.CO.O>[O:17]1[C:2]2[C:3](=[CH:4][CH:5]=[C:6]3[CH:7]=[CH:8][CH:9]=[CH:10][C:11]3=2)[CH2:12][CH2:13][C@@H:14]1[CH2:15][OH:16] |f:1.2|. Reported procedure: (2S)-4-(1-hydroxy-2-naphthyl)-1,2-butanediol (3.50 g, 15.1 mmol) is dissolved in hydrogen bromide (30 wt. % in acetic acid, 100 mL) and the reaction mixture is stirred at 0° C. for 2 h. The reaction mixture is quenched by the addition of water (500 mL) and extracted with ethyl acetate (3×200 mL). The combined organic extracts are washed with water (3×200 mL), aqueous sodium chloride (300 mL), dried (magnesium sulfate), and the solvent is removed in vacuo to provide a crude oil. The residue is di... Reactants: [BH4-], CO, N#Cc1ccccc1-c1ccc(Cn2c(=O)n(CC(=O)c3ccc(F)cc3)c(=O)c3cc(CC(F)(F)F)sc32)cc1, [Na+], C1CCOC1. The product is N#Cc1ccccc1-c1ccc(Cn2c(=O)n(CC(O)c3ccc(F)cc3)c(=O)c3cc(CC(F)(F)F)sc32)cc1. RXN SMILES: [BH4-:47].[CH3:49][OH:50].[F:1][c:2]1[cH:3][cH:4][c:5]([C:8]([CH2:9][n:10]2[c:11](=[O:40])[n:12]([CH2:25][c:26]3[cH:27][cH:28][c:29](-[c:32]4[c:33]([C:38]#[N:39])[cH:34][cH:35][cH:36][cH:37]4)[cH:30][cH:31]3)[c:13]3[c:14]([c:15]2=[O:16])[cH:17][c:18]([CH2:20][C:21]([F:22])([F:23])[F:24])[s:19]3)=[O:41])[cH:6][cH:7]1.[Na+:48].[O:42]1[CH2:43][CH2:44][CH2:45][CH2:46]1>>[F:1][c:2]1[cH:3][cH:4][c:5]([CH:8]([CH2:9][n:10]2[c:11](=[O:40])[n:12]([CH2:25][c:26]3[cH:27][cH:28][c:29](-[c:32]4[c:33]([C:38]#[N:39])[cH:34][cH:35][cH:36][cH:37]4)[cH:30][cH:31]3)[c:13]3[c:14]([c:15]2=[O:16])[cH:17][c:18]([CH2:20][C:21]([F:22])([F:23])[F:24])[s:19]3)[OH:41])[cH:6][cH:7]1. The reactants are C(C)(C)(C)OC(C[C@H](CN[C@H]([C@H]([C@H](CC(C)C)O)O)CC1CCCCC1)CC1CC1)=O (3(R)-(Cyclopropylmethyl)-4-{[1(S)-(cyclohexylmethyl)-2(R),3(S)-dihydroxy-5-methylhexyl]amino}butanoic Acid tert-Butyl Ester), O1C(NCC1)=O (oxazolidinone), aqueous solution, OO (H2O2), solution, [Li+].[OH-] (LiOH), solution, [O-]S(=O)[O-].[Na+].[Na+] (Na2SO3). Solvent: C1CCOC1.O (THF H2O), O (H2O). Reaction conditions: time 3 hour. Yields the product 4 -tert-butyl ester, C1(CC1)C[C@@H](C(=O)O)CC(=O)O (2(R)-(cyclopropylmethyl)butanedioic acid). Reaction SMILES: C([O:5][C:6](=[O:31])[CH2:7][C@@H:8]([CH2:27][CH:28]1[CH2:30][CH2:29]1)[CH2:9]N[C@@H](CC1CCCCC1)[C@@H](O)[C@@H](O)CC(C)C)(C)(C)C.[O:32]1CCNC1=O.OO.[Li+].[OH-:41].[O-]S([O-])=O.[Na+].[Na+]>C1COCC1.O.O>[CH:28]1([CH2:27][C@H:8]([CH2:7][C:6]([OH:5])=[O:31])[C:9]([OH:32])=[O:41])[CH2:30][CH2:29]1 |f:3.4,5.6.7,8.9|. Reported procedure: 3(R)-(Cyclopropylmethyl)-4-{[1(S)-(cyclohexylmethyl)-2(R),3(S)-dihydroxy-5-methylhexyl]amino}butanoic Acid tert-Butyl Ester: A solution of the latter oxazolidinone derivative (10.2 g, 30 mmol) in THF/H2O (150 mL/20 mL) was cooled to 0°. A 30% aqueous solution of H2O2 (9.5 mL, 90 mmol of H2O2) was added to the cooled solution. Thereafter, an aqueous 1M solution of LiOH (30 mL, 30 mmol of LiOH) was added dropwise at 0° over a 5 min period. The stirred mixture was allowed to warm to room temperatur... Reactants: CN1N=NN=C1SCC1=NCCC2=CC(=C(C=C12)OCC1=CC=CC=C1)OCC1=CC=CC=C1 (1-(1-methyl-1H-tetrazol-5-yl)thiomethyl- 6,7-dibenzyloxy-3,4-dihydroisoquinoline), [BH4-].[Na+] (sodium borohydride). The solvent is CO (methanol). Reaction conditions: time 1.5 hour. Product: CN1N=NN=C1SCC1NCCC2=CC(=C(C=C12)OCC1=CC=CC=C1)OCC1=CC=CC=C1 (1-(1-methyl-1H-tetrazol-5-yl)thiomethyl- 6,7-dibenzyloxy-1,2,3,4-tetrahydroisoquinoline). Reaction SMILES: [CH3:1][N:2]1[C:6]([S:7][CH2:8][C:9]2[C:18]3[C:13](=[CH:14][C:15]([O:27][CH2:28][C:29]4[CH:34]=[CH:33][CH:32]=[CH:31][CH:30]=4)=[C:16]([O:19][CH2:20][C:21]4[CH:26]=[CH:25][CH:24]=[CH:23][CH:22]=4)[CH:17]=3)[CH2:12][CH2:11][N:10]=2)=[N:5][N:4]=[N:3]1.[BH4-].[Na+]>CO>[CH3:1][N:2]1[C:6]([S:7][CH2:8][CH:9]2[C:18]3[C:13](=[CH:14][C:15]([O:27][CH2:28][C:29]4[CH:34]=[CH:33][CH:32]=[CH:31][CH:30]=4)=[C:16]([O:19][CH2:20][C:21]4[CH:26]=[CH:25][CH:24]=[CH:23][CH:22]=4)[CH:17]=3)[CH2:12][CH2:11][NH:10]2)=[N:5][N:4]=[N:3]1 |f:1.2|. Procedure: To a suspension of 1-(1-methyl-1H-tetrazol-5-yl)-thiomethyl- 6,7-dibenzyloxy-3,4-dihydroisoquinoline (1g) in methanol (10 ml) was added sodium borohydride (120 mg), and the mixture was stirred for 1.5 hours at room temperature. After the reaction precipitated crystals were collected by filtration and washed with methanol to give 1-(1-methyl-1H-tetrazol-5-yl)thiomethyl- 6,7-dibenzyloxy-1,2,3,4-tetrahydroisoquinoline (0.88 g). This crystals were recrystallized from ethanol to give crystals, mp 106...